describe an organic reaction: reactants, conditions, products, and yield From a dataset of the Open Reaction Database (ORD), a public repository of structured organic reaction records. The reactants are BrCC(=O)C1=C(C=C(C(=C1)S(N)(=O)=O)Cl)Cl (2-bromo-2',4'-dichloro-5'-sulfamoylacetophenone), CNC(=S)NCCC1=CC=CC=C1 (1-methyl-3-(2-phenylethyl)-thiourea). The product is Br.ClC1=C(C=C(C(=C1)Cl)S(N)(=O)=O)C1(N(C(SC1)=NCCC1=CC=CC=C1)C)O (4-(2,4-Dichloro-5-sulfamoylphenyl)-3-methyl-2-(2-phenylethylimino)-1,3-thiazolidine-4-ol-hydrobromide). RXN SMILES: [Br:1][CH2:2][C:3]([C:5]1[CH:10]=[C:9]([S:11](=[O:14])(=[O:13])[NH2:12])[C:8]([Cl:15])=[CH:7][C:6]=1[Cl:16])=[O:4].[CH3:17][NH:18][C:19]([NH:21][CH2:22][CH2:23][C:24]1[CH:29]=[CH:28][CH:27]=[CH:26][CH:25]=1)=[S:20]>>[BrH:1].[Cl:16][C:6]1[CH:7]=[C:8]([Cl:15])[C:9]([S:11](=[O:14])(=[O:13])[NH2:12])=[CH:10][C:5]=1[C:3]1([OH:4])[CH2:2][S:20][C:19](=[N:21][CH2:22][CH2:23][C:24]2[CH:29]=[CH:28][CH:27]=[CH:26][CH:25]=2)[N:18]1[CH3:17] |f:2.3|. Reported procedure: was obtained in a manner analogous to the method described in Example 10 from 3.5 g of 2-bromo-2',4'-dichloro-5'-sulfamoylacetophenone and 2 g of 1-methyl-3-(2-phenylethyl)-thiourea. M.p. 164°-165° C (decomposition) The reactants are CC#N, O=C1CCc2c(F)cccc21, [N-]=[N+]=[N-], [Na+]. The product is [N-]=[N+]=NC1Cc2c(F)cccc2C1=O. Reaction SMILES: [CH3:16][C:17]#[N:18].[F:1][c:2]1[c:3]2[c:7]([cH:8][cH:9][cH:10]1)[C:6](=[O:11])[CH2:5][CH2:4]2.[N-:12]=[N+:13]=[N-:14].[Na+:15]>>[F:1][c:2]1[c:3]2[c:7]([cH:8][cH:9][cH:10]1)[C:6](=[O:11])[CH:5]([N:12]=[N+:13]=[N-:14])[CH2:4]2. Starting materials: COCCBr, CC(C)=O, [K+], [K+], O=[N+]([O-])c1cccc(O)c1[N+](=O)[O-], O=C([O-])[O-]. The product is COCCOc1cccc([N+](=O)[O-])c1[N+](=O)[O-]. Reaction SMILES: [Br:20][CH2:21][CH2:22][O:23][CH3:24].[CH3:25][C:26](=[O:27])[CH3:28].[K+:14].[K+:15].[N+:1](=[O:2])([O-:3])[c:4]1[c:5]([OH:13])[cH:6][cH:7][cH:8][c:9]1[N+:10](=[O:11])[O-:12].[O-:16][C:17]([O-:18])=[O:19]>>[N+:1](=[O:2])([O-:3])[c:4]1[c:5]([O:13][CH2:21][CH2:22][O:23][CH3:24])[cH:6][cH:7][cH:8][c:9]1[N+:10](=[O:11])[O-:12]. Starting materials: CC1=NOC(=C1C=1C=C2C(C(NC2=CC1)=O)(C1=CC=CC=C1)C)C (5-(3,5-Dimethyl-isoxazol-4-yl)-3-methyl-3-phenyl-1,3-dihydro-indol-2-one), IC=1C=NC=CC1 (3-iodopyridine), CNCCNC (N,N′-dimethylethylenediamine), C([O-])([O-])=O.[K+].[K+] (potassium carbonate), IC=1C=NC=CC1 (3-iodopyridine). Reagents/catalysts: [Cu]I (copper (I) iodide), [Cu]I (copper (I) iodide). Run in O1CCOCC1 (Dioxane). Conditions: temperature 140 celsius. The product is CC1=NOC(=C1C=1C=C2C(C(N(C2=CC1)C=1C=NC=CC1)=O)(C1=CC=CC=C1)C)C (5-(3,5-Dimethyl-isoxazol-4-yl)-3-methyl-3-phenyl-1-pyridin-3-yl-1,3-dihydro-indol-2-one). Reaction SMILES: [CH3:1][C:2]1[C:6]([C:7]2[CH:8]=[C:9]3[C:13](=[CH:14][CH:15]=2)[NH:12][C:11](=[O:16])[C:10]3([CH3:23])[C:17]2[CH:22]=[CH:21][CH:20]=[CH:19][CH:18]=2)=[C:5]([CH3:24])[O:4][N:3]=1.I[C:26]1[CH:27]=[N:28][CH:29]=[CH:30][CH:31]=1.CNCCNC.C(=O)([O-])[O-].[K+].[K+]>[Cu]I.O1CCOCC1>[CH3:1][C:2]1[C:6]([C:7]2[CH:8]=[C:9]3[C:13](=[CH:14][CH:15]=2)[N:12]([C:26]2[CH:27]=[N:28][CH:29]=[CH:30][CH:31]=2)[C:11](=[O:16])[C:10]3([CH3:23])[C:17]2[CH:18]=[CH:19][CH:20]=[CH:21][CH:22]=2)=[C:5]([CH3:24])[O:4][N:3]=1 |f:3.4.5|. Reported procedure: 5-(3,5-Dimethyl-isoxazol-4-yl)-3-methyl-3-phenyl-1,3-dihydro-indol-2-one (100 mg, 0.314 mmol), 3-iodopyridine (71 mg, 0.346 mmol), copper (I) iodide (60 mg, 0.314 mmol), N,N′-dimethylethylenediamine (41.5 mg, 0.471 mmol), potassium carbonate (217 mg, 1.571 mmol) are added to a microwave vessel. Dioxane (5 mL) is added and the mixture heated to 140° C. for 30 minutes in a microwave reactor. A further 3-iodopyridine (35 mg, 0.173 mmol) and copper (I) iodide (12 mg, 0.063 mmol) are added. The mixtu... Starting materials: O[C@@H](CO[C@H](C)C1=C(C=CC=C1)CCC(=O)OC)CNC(CC1=CC2=CC=CC=C2C=C1)(C)C (Methyl 3-[2-[(1R)-1-[(2R)-2-hydroxy-3-[[2-methyl-1-(naphthalen-2-yl)propan-2-yl]amino]propoxy]ethyl]phenyl]propionate), [OH-].[Na+] (sodium hydroxide). Run in CO (methanol), O1CCCC1 (tetrahydrofuran). Conditions: temperature 50 celsius, time 8 hour. Yields the product O[C@@H](CO[C@H](C)C1=C(C=CC=C1)CCC(=O)O)CNC(CC1=CC2=CC=CC=C2C=C1)(C)C (3-[2-[(1R)-1-[(2R)-2-hydroxy-3-[[2-methyl-1-(naphthalen-2-yl)propan-2-yl]amino]propoxy]ethyl]phenyl]propionic acid). The yield is 63.5%. RXN SMILES: [OH:1][C@H:2]([CH2:19][NH:20][C:21]([CH3:34])([CH3:33])[CH2:22][C:23]1[CH:32]=[CH:31][C:30]2[C:25](=[CH:26][CH:27]=[CH:28][CH:29]=2)[CH:24]=1)[CH2:3][O:4][C@@H:5]([C:7]1[CH:12]=[CH:11][CH:10]=[CH:9][C:8]=1[CH2:13][CH2:14][C:15]([O:17]C)=[O:16])[CH3:6].[OH-].[Na+]>CO.O1CCCC1>[OH:1][C@H:2]([CH2:19][NH:20][C:21]([CH3:33])([CH3:34])[CH2:22][C:23]1[CH:32]=[CH:31][C:30]2[C:25](=[CH:26][CH:27]=[CH:28][CH:29]=2)[CH:24]=1)[CH2:3][O:4][C@@H:5]([C:7]1[CH:12]=[CH:11][CH:10]=[CH:9][C:8]=1[CH2:13][CH2:14][C:15]([OH:17])=[O:16])[CH3:6] |f:1.2|. Reported procedure: Methyl 3-[2-[(1R)-1-[(2R)-2-hydroxy-3-[[2-methyl-1-(naphthalen-2-yl)propan-2-yl]amino]propoxy]ethyl]phenyl]propionate (539 mg) obtained in Step 4 was dissolved in methanol (20 ml) and tetrahydrofuran (20 ml), 4N aqueous sodium hydroxide (2.5 ml) was added and the mixture was stirred at 50° C. for 8 hr. The reaction mixture was concentrated under reduced pressure. The obtained residue was diluted with water, neutralized with 10% aqueous citric acid, and the mixture was extracted with ethyl acetat... Starting materials: COC(C(C(C1=CC=C(C=C1)C)Cl)=O)=O (3-chloro-2-oxo-3-p-tolyl-propionic acid methyl ester), NC(=S)N (thiourea). Yields the product COC(=O)C=1N=C(SC1C1=CC=C(C=C1)C)N (2-amino-5-p-tolyl-thiazole-4-carboxylic acid methyl ester). As a reaction SMILES: [CH3:1][O:2][C:3](=[O:15])[C:4](=O)[CH:5](Cl)[C:6]1[CH:11]=[CH:10][C:9]([CH3:12])=[CH:8][CH:7]=1.[NH2:16][C:17]([NH2:19])=[S:18]>>[CH3:1][O:2][C:3]([C:4]1[N:16]=[C:17]([NH2:19])[S:18][C:5]=1[C:6]1[CH:11]=[CH:10][C:9]([CH3:12])=[CH:8][CH:7]=1)=[O:15]. Procedure details: prepared by reaction of 3-chloro-2-oxo-3-p-tolyl-propionic acid methyl ester with thiourea. LC-MS: tR=0.77 min; [M+H]+=249.3. Starting materials: C(=O)([O-])[O-].[K+].[K+] (K2CO3), Br.BrCCC=1N=CNC1 (4-(2-bromoethyl)imidazole hydrobromide), OC=1C=C2CCC(C(C2=CC1)=O)=C(C)C1=CC=CC=C1 (6-Hydroxy-2-(1-phenyl-ethylidene)-3,4-dihydro-2H-naphthalen-1-one). Run in O (water), CN(C)C=O (DMF). Reaction conditions: time 8 hour. Product: N1C=NC(=C1)CCOC=1C=C2CCC(C(C2=CC1)=O)=C(C)C1=CC=CC=C1 (6-[2-(1H-Imidazole-4-yl)-ethoxy]-2-(1-phenyl-ethylidene)-3,4-dihydro-2H-naphthalen-1-one). Isolated yield 49.2%. As a reaction SMILES: [OH:1][C:2]1[CH:3]=[C:4]2[C:9](=[CH:10][CH:11]=1)[C:8](=[O:12])[C:7](=[C:13]([C:15]1[CH:20]=[CH:19][CH:18]=[CH:17][CH:16]=1)[CH3:14])[CH2:6][CH2:5]2.C([O-])([O-])=O.[K+].[K+].Br.Br[CH2:29][CH2:30][C:31]1[N:32]=[CH:33][NH:34][CH:35]=1>CN(C=O)C.O>[NH:34]1[CH:35]=[C:31]([CH2:30][CH2:29][O:1][C:2]2[CH:3]=[C:4]3[C:9](=[CH:10][CH:11]=2)[C:8](=[O:12])[C:7](=[C:13]([C:15]2[CH:20]=[CH:19][CH:18]=[CH:17][CH:16]=2)[CH3:14])[CH2:6][CH2:5]3)[N:32]=[CH:33]1 |f:1.2.3,4.5|. Reported procedure: The product obtained from Step 2 (0.180 g, 0.68 mmol) was dissolved in 5 mL of dry DMF and treated with K2CO3 (0.376 g, 2.72 mmol) and 4-(2-bromoethyl)imidazole hydrobromide (0.192 g, 0.75 mmol). After stirring overnight at room temperature, the reaction was diluted with water and extracted with EtOAc. The pooled extracts were washed well with aqueous 0.5N KOH, water and brine, and then dried, filtered, and concentrated. Purification of the residue (SiO2, 5% MeOH in DCM) afforded 0.120 g (49%) o... The reactants are Cc1cccc(NC(=O)CBr)c1, O=C([O-])[O-], C1=C(c2ccc(OCc3ccccc3)cn2)CCNC1, CN(C)C=O, CCOC(C)=O, [K+], [K+], O. Product: Cc1cccc(NC(=O)CN2CC=C(c3ccc(OCc4ccccc4)cn3)CC2)c1. As a reaction SMILES: [Br:21][CH2:22][C:23](=[O:24])[NH:25][c:26]1[cH:27][c:28]([CH3:32])[cH:29][cH:30][cH:31]1.[C:33](=[O:34])([O-:35])[O-:36].[CH2:1]([c:2]1[cH:3][cH:4][cH:5][cH:6][cH:7]1)[O:8][c:9]1[cH:10][cH:11][c:12]([C:15]2=[CH:20][CH2:19][NH:18][CH2:17][CH2:16]2)[n:13][cH:14]1.[CH3:40][N:41]([CH3:42])[CH:43]=[O:44].[CH3:45][CH2:46][O:47][C:48](=[O:49])[CH3:50].[K+:37].[K+:38].[OH2:39]>>[CH2:1]([c:2]1[cH:3][cH:4][cH:5][cH:6][cH:7]1)[O:8][c:9]1[cH:10][cH:11][c:12]([C:15]2=[CH:20][CH2:19][N:18]([CH2:22][C:23](=[O:24])[NH:25][c:26]3[cH:27][c:28]([CH3:32])[cH:29][cH:30][cH:31]3)[CH2:17][CH2:16]2)[n:13][cH:14]1. The reactants are C1CCOC1, COc1ccc(S(=O)(=O)Cl)c(OC)c1, O=c1[nH]c2ccc(Cl)cc2n1-c1cccc(Cl)c1. Product: COc1ccc(S(=O)(=O)n2c(=O)n(-c3cccc(Cl)c3)c3cc(Cl)ccc32)c(OC)c1. RXN SMILES: [CH2:33]1[O:34][CH2:35][CH2:36][CH2:37]1.[CH3:19][O:20][c:21]1[c:22]([S:29](=[O:30])(=[O:31])[Cl:32])[cH:23][cH:24][c:25]([O:27][CH3:28])[cH:26]1.[Cl:1][c:2]1[cH:3][c:4]2[c:5]([nH:6][c:7](=[O:16])[n:8]2-[c:9]2[cH:10][c:11]([Cl:15])[cH:12][cH:13][cH:14]2)[cH:17][cH:18]1>>[Cl:1][c:2]1[cH:3][c:4]2[c:5]([n:6]([S:29]([c:22]3[c:21]([O:20][CH3:19])[cH:26][c:25]([O:27][CH3:28])[cH:24][cH:23]3)(=[O:30])=[O:31])[c:7](=[O:16])[n:8]2-[c:9]2[cH:10][c:11]([Cl:15])[cH:12][cH:13][cH:14]2)[cH:17][cH:18]1. RXN SMILES: [CH3:1][C:2]([C:5]([CH3:13])([CH2:10][CH:11]=[O:12])[C:6]([O:8][CH3:9])=O)([CH3:4])[CH3:3].[NH2:14][OH:15].Cl>N1C=CC=CC=1>[CH3:1][C:2]([C:5]([CH3:13])([CH2:10][CH:11]=[O:12])[C:6](=[N:14][OH:15])[O:8][CH3:9])([CH3:4])[CH3:3] |f:1.2|. The yield is 103.9%. The reactants are ice, aldehyde, CC(C)(C)C(C(=O)OC)(CC=O)C (methyl 2-(I,1-dimethylethyl)-2-methyl-4-oxobutanoate), NO.Cl (H2NOH·HCl). Procedure: A solution of the aldehyde, methyl 2-(I,1-dimethylethyl)-2-methyl-4-oxobutanoate (2.05 g, 11 mmol) and H2NOH·HCl (1.15 g, 16.5 mmol) in dry pyridine (10 mL) was stirred at 60° C. for 4 h in a nitrogen atmosphere. After cooling the reaction mixture was poured into ice cold HCl (3 N, 50 mL), and extracted with ether (3×40 mL). The combined ether extract was washed sequentially with 40 mL portions of saturated NaHCO3, water, and brine, and dried over MgSO4. The solvent was removed in vacuo to give ... Run in N1=CC=CC=C1 (pyridine). Yields the product CC(C)(C)C(C(OC)=NO)(CC=O)C (methyl 2-(1,1-dimethylethyl)-2-methyl-4-oxobutanoate oxime).